Dataset: the Open Reaction Database (ORD), a public repository of structured organic reaction records. Task: describe an organic reaction: reactants, conditions, products, and yield Yields the product CN(C)C(=O)c1cc2cnc(Nc3ccc(N4CCN(C(=O)N5CCCCC5)CC4)cn3)nc2n1C1CCCC1. Starting materials: CN(C)C(=O)c1cc2cnc(Nc3ccc(N4CCNCC4)cn3)nc2n1C1CCCC1, O=C(Br)N1CCCCC1. Reaction SMILES: [CH3:1][N:2]([C:3](=[O:4])[c:5]1[cH:6][c:7]2[c:8]([n:9][c:10]([NH:13][c:14]3[n:15][cH:16][c:17]([N:20]4[CH2:21][CH2:22][NH:23][CH2:24][CH2:25]4)[cH:18][cH:19]3)[n:11][cH:12]2)[n:26]1[CH:27]1[CH2:28][CH2:29][CH2:30][CH2:31]1)[CH3:32].[N:33]1([C:39](=[O:40])[Br:41])[CH2:34][CH2:35][CH2:36][CH2:37][CH2:38]1>>[CH3:1][N:2]([C:3](=[O:4])[c:5]1[cH:6][c:7]2[c:8]([n:9][c:10]([NH:13][c:14]3[n:15][cH:16][c:17]([N:20]4[CH2:21][CH2:22][N:23]([C:39]([N:33]5[CH2:34][CH2:35][CH2:36][CH2:37][CH2:38]5)=[O:40])[CH2:24][CH2:25]4)[cH:18][cH:19]3)[n:11][cH:12]2)[n:26]1[CH:27]1[CH2:28][CH2:29][CH2:30][CH2:31]1)[CH3:32]. Starting materials: N[C@H]1[C@@H]2N(C(=C(CS2)C2OCCCC2)C(=O)OC(C)(C)C)C1=O (t-butyl (6R,7R)-7amino-3- (tetrahydropyran-2-yl)-ceph-3-em-4-carboxylate), S(=O)(=O)(C)Cl (Mesyl chloride), Cl.COC(C(=O)O)C=1N=C(\S(\C1)=N/[H])NC(C1=CC=CC=C1)(C1=CC=CC=C1)C1=CC=CC=C1 (2-(Z)-methoxy-imino-2-(2-tritylaminothiazol-4-yl)acetic acid hydrochloride), C(C)(C)N(C(C)C)CC (N,N-diisopropylethylamine), CN(C)C=O (DMF), CN(C)C=O (DMF). Solvent: N1=CC=CC=C1 (pyridine). Reaction conditions: temperature -50 celsius, time 1 hour. Yields the product CO\N=C(/C(=O)N[C@H]1[C@@H]2N(C(=C(CS2)C2OCCCC2)C(=O)OC(C)(C)C)C1=O)\C=1N=C(SC1)NC(C1=CC=CC=C1)(C1=CC=CC=C1)C1=CC=CC=C1 (t-Butyl (6R,7R)-7-[2- (Z)-Methoxyimino-2-(2-tritylaminothiazol-4-yl)acetamido]-3-[tetrahydropyran-2-yl]ceph-3-em-4-carboxylate). Isolated yield 62.0%. As a reaction SMILES: S(Cl)(C)(=O)=O.Cl.CO[CH:9]([C:13]1[N:14]=[C:15]([NH:19][C:20]([C:33]2[CH:38]=[CH:37][CH:36]=[CH:35][CH:34]=2)([C:27]2[CH:32]=[CH:31][CH:30]=[CH:29][CH:28]=2)[C:21]2[CH:26]=[CH:25][CH:24]=[CH:23][CH:22]=2)[S:16](=N)[CH:17]=1)[C:10]([OH:12])=O.C([N:42](CC)C(C)C)(C)C.[NH2:48][C@@H:49]1[C:69](=[O:70])[N:51]2[C:52]([C:62]([O:64][C:65]([CH3:68])([CH3:67])[CH3:66])=[O:63])=[C:53]([CH:56]3[CH2:61][CH2:60][CH2:59][CH2:58][O:57]3)[CH2:54][S:55][C@H:50]12.CN([CH:74]=[O:75])C>N1C=CC=CC=1>[CH3:74][O:75]/[N:42]=[C:9](/[C:13]1[N:14]=[C:15]([NH:19][C:20]([C:27]2[CH:32]=[CH:31][CH:30]=[CH:29][CH:28]=2)([C:33]2[CH:34]=[CH:35][CH:36]=[CH:37][CH:38]=2)[C:21]2[CH:22]=[CH:23][CH:24]=[CH:25][CH:26]=2)[S:16][CH:17]=1)\[C:10]([NH:48][C@@H:49]1[C:69](=[O:70])[N:51]2[C:52]([C:62]([O:64][C:65]([CH3:67])([CH3:66])[CH3:68])=[O:63])=[C:53]([CH:56]3[CH2:61][CH2:60][CH2:59][CH2:58][O:57]3)[CH2:54][S:55][C@H:50]12)=[O:12] |f:1.2|. Procedure: Mesyl chloride (121 mg, 82 μl) was added to 2-(Z)-methoxy-imino-2-(2-tritylaminothiazol-4-yl)acetic acid hydrochloride (466 mg) and N,N-diisopropylethylamine (252 mg, 340 μl) in dry DMF (10 ml) at -50° C. under argon and stirred at -50° C. for 1 h. Then t-butyl (6R,7R)-7amino-3- (tetrahydropyran-2-yl)-ceph-3-em-4-carboxylate (Isomer A, 300 mg) in dry DMF (5 ml) followed by pyridine (70 mg, 72 μl) were added and reaction mixture left for a further 1 h whilst warming to ambient temperature. The re... Starting materials: CCOc1ccc2c(c1)CCC(O)C2, C1CCOC1, Clc1ncnc2ccccc12, [H-], [Na+]. Yields the product CCOc1ccc2c(c1)CCC(Oc1ncnc3ccccc13)C2. RXN SMILES: [CH2:1]([CH3:2])[O:3][c:4]1[cH:5][c:6]2[c:11]([cH:12][cH:13]1)[CH2:10][CH:9]([OH:14])[CH2:8][CH2:7]2.[CH2:28]1[O:29][CH2:30][CH2:31][CH2:32]1.[Cl:17][c:18]1[n:19][cH:20][n:21][c:22]2[cH:23][cH:24][cH:25][cH:26][c:27]12.[H-:16].[Na+:15]>>[CH2:1]([CH3:2])[O:3][c:4]1[cH:5][c:6]2[c:11]([cH:12][cH:13]1)[CH2:10][CH:9]([O:14][c:18]1[n:19][cH:20][n:21][c:22]3[cH:23][cH:24][cH:25][cH:26][c:27]13)[CH2:8][CH2:7]2. The reactants are ClC=1C=CC(=NC1)NC(=O)CN1C(=NC2=C1C=CC=C2C(=O)O)C(NC2CCN(CC2)C(C)C)=O (1-[(5-Chloro-pyridin-2-ylcarbamoyl)-methyl]-2-(1-isopropyl-piperidin-4-ylcarbamoyl)-1H-benzoimidazole-4-carboxylic acid), N1CCOCC1 (morpholine). The product is C(C)(C)N1CCC(CC1)NC(=O)C1=NC2=C(N1CC(NC1=NC=C(C=C1)Cl)=O)C=CC=C2C(=O)N2CCOCC2 (1-[(5-Chloro-pyridin-2-ylcarbamoyl)-methyl]-4-(morpholine-4-carbonyl)-1H-benzoimidazole-2-carboxylic acid (1-isopropyl-piperidin-4-yl)-amide). Reaction SMILES: [Cl:1][C:2]1[CH:3]=[CH:4][C:5]([NH:8][C:9]([CH2:11][N:12]2[C:16]3[CH:17]=[CH:18][CH:19]=[C:20]([C:21]([OH:23])=O)[C:15]=3[N:14]=[C:13]2[C:24](=[O:35])[NH:25][CH:26]2[CH2:31][CH2:30][N:29]([CH:32]([CH3:34])[CH3:33])[CH2:28][CH2:27]2)=[O:10])=[N:6][CH:7]=1.[NH:36]1[CH2:41][CH2:40][O:39][CH2:38][CH2:37]1>>[CH:32]([N:29]1[CH2:30][CH2:31][CH:26]([NH:25][C:24]([C:13]2[N:12]([CH2:11][C:9](=[O:10])[NH:8][C:5]3[CH:4]=[CH:3][C:2]([Cl:1])=[CH:7][N:6]=3)[C:16]3[CH:17]=[CH:18][CH:19]=[C:20]([C:21]([N:36]4[CH2:41][CH2:40][O:39][CH2:38][CH2:37]4)=[O:23])[C:15]=3[N:14]=2)=[O:35])[CH2:27][CH2:28]1)([CH3:34])[CH3:33]. Reported procedure: 1-[(5-Chloro-pyridin-2-ylcarbamoyl)-methyl]-4-(morpholine-4-carbonyl)-1H-benzoimidazole-2-carboxylic acid (1-isopropyl-piperidin-4-yl)-amide was prepared by a procedure according to example 22 starting from 450 mg (0.90 mmol) 1-[(5-Chloro-pyridin-2-ylcarbamoyl)-methyl]-2-(1-isopropyl-piperidin-4-ylcarbamoyl)-1H-benzoimidazole-4-carboxylic acid and 87 μl (2.70 mmol) morpholine. The title compound was obtained as its formiate. Subsequent transformation to the corresponding acetate gave a white amo...